From a dataset of the Open Reaction Database (ORD), a public repository of structured organic reaction records. describe an organic reaction: reactants, conditions, products, and yield Starting materials: CCI, CN(C)C=O, CCOC(=O)c1cnc(Cl)c2cc[nH]c12, [H-], [Na+]. The product is CCOC(=O)c1cnc(Cl)c2ccn(CC)c12. As a reaction SMILES: [CH2:18]([CH3:19])[I:20].[CH3:21][N:22]([CH3:23])[CH:24]=[O:25].[Cl:1][c:2]1[n:3][cH:4][c:5]([C:11](=[O:12])[O:13][CH2:14][CH3:15])[c:6]2[c:7]1[cH:8][cH:9][nH:10]2.[H-:16].[Na+:17]>>[Cl:1][c:2]1[n:3][cH:4][c:5]([C:11](=[O:12])[O:13][CH2:14][CH3:15])[c:6]2[c:7]1[cH:8][cH:9][n:10]2[CH2:18][CH3:19]. Reactants: C(C1=CC=CC=C1)(=O)[C@]([C@](C(=O)O)(O)C(C1=CC=CC=C1)=O)(O)C(=O)O.CN(CC[C@@H](C=1SC=CC1)OC1=CC=CC2=CC=CC=C12)C ((S)—N,N-dimethyl-3-(1-naphthalenyloxy)-3-(2-thienyl)propanamine dibenzoyl-L-tartaric acid salt), N (ammonia). The solvent is O (water), C1CCCCC1 (cyclohexane). Conditions: time 22.5 minute. Product: CN(CC[C@@H](C=1SC=CC1)OC1=CC=CC2=CC=CC=C12)C ((S)-(+)-N,N-dimethyl-3-(1-naphthalenyloxy)-3-(2-thienyl)propanamine). As a reaction SMILES: C([C@@](C(O)=O)(O)[C@@](C(=O)C1C=CC=CC=1)(O)C(O)=O)(=O)C1C=CC=CC=1.[CH3:27][N:28]([CH3:48])[CH2:29][CH2:30][C@H:31]([O:37][C:38]1[C:47]2[C:42](=[CH:43][CH:44]=[CH:45][CH:46]=2)[CH:41]=[CH:40][CH:39]=1)[C:32]1[S:33][CH:34]=[CH:35][CH:36]=1.N>O.C1CCCCC1>[CH3:48][N:28]([CH3:27])[CH2:29][CH2:30][C@H:31]([O:37][C:38]1[C:47]2[C:42](=[CH:43][CH:44]=[CH:45][CH:46]=2)[CH:41]=[CH:40][CH:39]=1)[C:32]1[S:33][CH:34]=[CH:35][CH:36]=1 |f:0.1|. Procedure: Pure (S)—N,N-dimethyl-3-(1-naphthalenyloxy)-3-(2-thienyl)propanamine dibenzoyl-L-tartaric acid salt (8a) (100 gm) obtained in example 8 was stirred in a mixture of water (500 ml) and cyclohexane (250 ml). Aqueous ammonia solution (100 ml) was charged to adjust the pH of slurry to 10.8 and the biphasic mass was stirred for 15-30 minutes. The organic layer was separated and aqueous layer was extracted with cyclohexane (250 ml). Organic layers were combined, washed with water and concentrated to ge...